Dataset: the Open Reaction Database (ORD), a public repository of structured organic reaction records. Task: describe an organic reaction: reactants, conditions, products, and yield Starting materials: BrC=1C(=C(C(=NC1)N)[N+](=O)[O-])N1CCN(CC1)CC=1SC=CN1 (5-bromo-3-nitro-4-(4-(thiazol-2-ylmethyl)piperazin-1-yl)pyridin-2-amine), C(C1=CC=C(C=C1)OC)=O (p-anisaldehyde), [O-]S(=O)S(=O)[O-].[Na+].[Na+] (Na2S2O4). The reagents and catalysts are N (NH3). Solvent: C(Cl)Cl (DCM), CCO (EtOH), CCO (EtOH). Reaction conditions: temperature 85 celsius. Yields the product BrC=1C(=C2C(=NC1)NC(=N2)C2=CC=C(C=C2)OC)N2CCN(CC2)CC=2SC=CN2 (2-((4-(6-Bromo-2-(4-methoxyphenyl)-3H-imidazo[4,5-b]pyridin-7-yl)piperazin-1-yl)methyl)thiazole). Isolated yield 25.2%. RXN SMILES: [Br:1][C:2]1[C:3]([N:12]2[CH2:17][CH2:16][N:15]([CH2:18][C:19]3[S:20][CH:21]=[CH:22][N:23]=3)[CH2:14][CH2:13]2)=[C:4]([N+:9]([O-])=O)[C:5]([NH2:8])=[N:6][CH:7]=1.[CH:24](=O)[C:25]1[CH:30]=[CH:29][C:28]([O:31][CH3:32])=[CH:27][CH:26]=1.[O-]S(S([O-])=O)=O.[Na+].[Na+]>CCO.C(Cl)Cl.N>[Br:1][C:2]1[C:3]([N:12]2[CH2:17][CH2:16][N:15]([CH2:18][C:19]3[S:20][CH:21]=[CH:22][N:23]=3)[CH2:14][CH2:13]2)=[C:4]2[N:9]=[C:24]([C:25]3[CH:30]=[CH:29][C:28]([O:31][CH3:32])=[CH:27][CH:26]=3)[NH:8][C:5]2=[N:6][CH:7]=1 |f:2.3.4|. Procedure: To a mixture of 5-bromo-3-nitro-4-(4-(thiazol-2-ylmethyl)piperazin-1-yl)pyridin-2-amine (0.072 g, 0.18 mmol) and EtOH (2 mL), p-anisaldehyde (0.079 g, 0.20 mmol) in EtOH (2 mL) was added followed by a freshly prepared aqueous solution of Na2S2O4 (1M; 0.54 mL, 0.54 mmol). The reaction mixture was heated at 85° C. for 24 h, then allowed to cool to room temperature and diluted with DCM and a few drops of aqueous NH3 until complete dissolution was observed. This solution was deposited on two prepara... RXN SMILES: [Cl:1][CH2:2][C:3]([CH2:5]Cl)=O.[Cl:7][C:8]1[CH:9]=[CH:10][C:11]([NH2:14])=[N:12][CH:13]=1>C(#N)C>[Cl:7][C:8]1[CH:9]=[CH:10][C:11]2[N:12]([CH:5]=[C:3]([CH2:2][Cl:1])[N:14]=2)[CH:13]=1. Reactants: ClCC(=O)CCl (1,3-Dichloroacetone), ClC=1C=CC(=NC1)N (5-chloropyridin-2-amine). The solvent is C(C)#N (acetonitrile). Yield: 19.2%. The product is ClC=1C=CC=2N(C1)C=C(N2)CCl (6-chloro-2-(chloromethyl) imidazo[1,2-a]pyridine). Procedure: 1,3-Dichloroacetone (7.4 g, 58.3 mmol) was added to a solution of 5-chloropyridin-2-amine (5.0 g, 38.9 mmol) in acetonitrile (100 ml). The mixture was heated at reflux for 14 h (the reaction was monitored by TLC). Upon completion of the reaction as judged by TLC, the mixture was concentrated under reduced pressure. The residue was diluted with water and the pH was adjusted to 7.5 with sodium bicarbonate solution. The mixture was extracted with EtOAc, the combined organics were dried over sodium ...